Dataset: the Open Reaction Database (ORD), a public repository of structured organic reaction records. Task: describe an organic reaction: reactants, conditions, products, and yield As a reaction SMILES: [NH:1]([CH2:8][CH:9]([OH:19])[CH2:10][O:11][C:12]1[CH:17]=[CH:16][C:15]([Cl:18])=[CH:14][CH:13]=1)[C:2]1[CH:7]=[CH:6][CH:5]=[CH:4][CH:3]=1.C([O-])([O-])=O.[K+].[K+].Br[CH2:27][C:28](OCC)=[O:29].CN(C)C=O>O.C(OCC)(=O)C>[Cl:18][C:15]1[CH:14]=[CH:13][C:12]([O:11][CH2:10][CH:9]2[CH2:8][N:1]([C:2]3[CH:3]=[CH:4][CH:5]=[CH:6][CH:7]=3)[CH2:27][C:28](=[O:29])[O:19]2)=[CH:17][CH:16]=1 |f:1.2.3|. The reactants are N(C1=CC=CC=C1)CC(COC1=CC=C(C=C1)Cl)O (1-anilino-3-(p-chlorophenoxy)-2-propanol), C(=O)([O-])[O-].[K+].[K+] (K2CO3), BrCC(=O)OCC (ethyl bromoacetate), CN(C=O)C (N,N-dimethylformamide). Isolated yield 56.8%. The product is ClC1=CC=C(OCC2OC(CN(C2)C2=CC=CC=C2)=O)C=C1 (6-(p-chlorophenoxymethyl)-4-phenyl-2-morpholinone). Procedure details: Two grams (0.0072 moles) of 1-anilino-3-(p-chlorophenoxy)-2-propanol [prepared in part (1)], 1.2 g (0.0087 moles) of K2CO3 and 2.9 g (0.0174 moles) of ethyl bromoacetate were added to 20 ml of N,N-dimethylformamide. The resulting mixture was refluxed for 5 hr with stirring. Concentration of the reaction mixture and addition of ethyl acetate and water to the residue gave a solid. The solid was collected by filtration and washed with ethyl acetate and water and dried (0.5 g). The filtrate was acid... Run in O (water), C(C)(=O)OCC (ethyl acetate). The reactants are CC1=C(C(=O)O)C=C(C=C1)[N+](=O)[O-] (2-methyl-5-nitrobenzoic acid), [Si](C)(C)(C)C=[N+]=[N-] (TMS-diazomethane), CN(C=O)C (dimethylformamide), C(C(=O)Cl)(=O)Cl (oxalyl chloride). Run in C(Cl)Cl (methylene chloride). Reaction conditions: temperature 0 celsius, time 15 minute. Yields the product CC1=C(C=C(C=C1)[N+](=O)[O-])CC(=O)OCC1=CC=CC=C1 (benzyl 2-(2-methyl-5-nitrophenyl)acetate). Isolated yield 52.0%. As a reaction SMILES: [CH3:1][C:2]1[CH:10]=[CH:9][C:8]([N+:11]([O-:13])=[O:12])=[CH:7][C:3]=1[C:4](O)=O.CN(C)[CH:16]=[O:17].[C:19](Cl)(=[O:23])[C:20](Cl)=O.[Si](C=[N+]=[N-])(C)(C)C>C(Cl)Cl>[CH3:1][C:2]1[CH:10]=[CH:9][C:8]([N+:11]([O-:13])=[O:12])=[CH:7][C:3]=1[CH2:4][C:16]([O:23][CH2:19][C:20]1[CH:9]=[CH:10][CH:2]=[CH:3][CH:4]=1)=[O:17]. Reported procedure: In methylene chloride (50 mL) was placed 2-methyl-5-nitrobenzoic acid (3.00 g, 16.6 mmol) and 1 microdrop of dimethylformamide. The solution was cooled to 0° C. and to this was added oxalyl chloride (3.15 g, 24.8 mmol). After 15 minutes the mixture was allowed to warm to RT and stirred a further 2 hours. The mixture evaporated at reduced pressure. This residue was dissolved in THF (60 mL) and cooled to 0° C. To this was added the 2.00N TMS-diazomethane (18.6 mL, 37.3 mmol) and the mixture stirre...